Task: describe an organic reaction: reactants, conditions, products, and yield. Dataset: the Open Reaction Database (ORD), a public repository of structured organic reaction records The reactants are Cl (HCl), C(#N)C=1C=C(C=CC1OCC1CC1)C1=CC(=NC=C1)NC1=NN(C=C1)C1CCN(CC1)C(=O)OC(C)(C)C (tert-butyl 4-{3-[4-(3-cyano-4-cyclopropylmethoxyphenyl)pyridin-2-ylamino]pyrazol-1-yl}piperidine-1-carboxylate). Run in O1CCOCC1 (dioxane), O1CCOCC1 (1,4-dioxane). Reaction conditions: time 6 hour. Product: C1(CC1)COC1=C(C#N)C=C(C=C1)C1=CC(=NC=C1)NC1=NN(C=C1)C1CCNCC1 (2-cyclopropylmethoxy-5-[2-(1-piperidin-4-yl-1H-pyrazol-3-ylamino)pyridin-4-yl]benzonitrile). The yield is 89.6%. RXN SMILES: Cl.[C:2]([C:4]1[CH:5]=[C:6]([C:15]2[CH:20]=[CH:19][N:18]=[C:17]([NH:21][C:22]3[CH:26]=[CH:25][N:24]([CH:27]4[CH2:32][CH2:31][N:30](C(OC(C)(C)C)=O)[CH2:29][CH2:28]4)[N:23]=3)[CH:16]=2)[CH:7]=[CH:8][C:9]=1[O:10][CH2:11][CH:12]1[CH2:14][CH2:13]1)#[N:3]>O1CCOCC1>[CH:12]1([CH2:11][O:10][C:9]2[CH:8]=[CH:7][C:6]([C:15]3[CH:20]=[CH:19][N:18]=[C:17]([NH:21][C:22]4[CH:26]=[CH:25][N:24]([CH:27]5[CH2:28][CH2:29][NH:30][CH2:31][CH2:32]5)[N:23]=4)[CH:16]=3)=[CH:5][C:4]=2[C:2]#[N:3])[CH2:13][CH2:14]1. Procedure details: HCl in dioxane (10 ml) are added to a solution of tert-butyl 4-{3-[4-(3-cyano-4-cyclopropylmethoxyphenyl)pyridin-2-ylamino]pyrazol-1-yl}piperidine-1-carboxylate (0.12 g, 0.23 mmol) in 1,4-dioxane (10 ml). The entire mixture is stirred at room temperature for 6 h. The reaction solution is evaporated in a rotary evaporator and rendered basic using 10% sodium bicarbonate solution (20 ml). The mixture is stirred for 10 min. The solid is filtered off, washed with diethyl ether (20 ml) and dried, givi... The reactants are CC(C)(C)c1cc(C=C2CCNC2=O)cc(C(C)(C)C)c1O, CN=C=O. Yields the product CNC(=O)N1CCC(=Cc2cc(C(C)(C)C)c(O)c(C(C)(C)C)c2)C1=O. As a reaction SMILES: [C:5]([CH3:6])([CH3:7])([CH3:8])[c:9]1[cH:10][c:11]([CH:12]=[C:13]2[C:14](=[O:18])[NH:15][CH2:16][CH2:17]2)[cH:19][c:20]([C:23]([CH3:24])([CH3:25])[CH3:26])[c:21]1[OH:22].[CH3:1][N:2]=[C:3]=[O:4]>>[CH3:1][NH:2][C:3](=[O:4])[N:15]1[C:14](=[O:18])[C:13](=[CH:12][c:11]2[cH:10][c:9]([C:5]([CH3:6])([CH3:7])[CH3:8])[c:21]([OH:22])[c:20]([C:23]([CH3:24])([CH3:25])[CH3:26])[cH:19]2)[CH2:17][CH2:16]1. RXN SMILES: [CH3:1][O:2][C:3]1[CH:4]=[C:5]2[C:9](=[CH:10][CH:11]=1)[NH:8][C:7]([C:12]1[CH:17]=[CH:16][CH:15]=[CH:14][CH:13]=1)=[CH:6]2.[H-].[Na+].Cl[CH2:21][C:22]1[N:27]=[C:26]([C:28]([O:30][CH3:31])=[O:29])[CH:25]=[CH:24][CH:23]=1.[Cl-].[NH4+]>CN(C)C=O.C(OCC)(=O)C>[CH3:1][O:2][C:3]1[CH:4]=[C:5]2[C:9](=[CH:10][CH:11]=1)[N:8]([CH2:21][C:22]1[N:27]=[C:26]([C:28]([O:30][CH3:31])=[O:29])[CH:25]=[CH:24][CH:23]=1)[C:7]([C:12]1[CH:13]=[CH:14][CH:15]=[CH:16][CH:17]=1)=[CH:6]2 |f:1.2,4.5|. Starting materials: ice, [Cl-].[NH4+] (ammonium chloride), COC=1C=C2C=C(NC2=CC1)C1=CC=CC=C1 (5-methoxy-2-phenyl-1H-indole), [H-].[Na+] (sodium hydride), ClCC1=CC=CC(=N1)C(=O)OC (methyl 6-chloromethylpyridine-2-carboxylate). Isolated yield 9.4%. Product: COC=1C=C2C=C(N(C2=CC1)CC1=CC=CC(=N1)C(=O)OC)C1=CC=CC=C1 (Methyl 6-(5-methoxy-2-phenylindol-1-ylmethyl)pyridine-2-carboxylate). Run in C(C)(=O)OCC (ethyl acetate), CN(C=O)C (N,N-dimethylformamide). Reported procedure: Under an argon atmosphere, to a solution of 5-methoxy-2-phenyl-1H-indole (582 mg) in N,N-dimethylformamide (13 mL) was added sodium hydride (dispersed in liquid paraffin, 55% or more, 171 mg) under ice-cooling. This mixture was stirred for 5 minutes under ice-cooling, and then stirred for 30 minutes at room temperature. Subsequently, methyl 6-chloromethylpyridine-2-carboxylate (483 mg) was added thereto, followed by stirring at 80° C. for 18 hours. The reaction mixture was poured into an ice-coo... Run at time 5 minute. The reactants are COc1ccc(S(=O)(=O)Cl)cc1, CO, CCN(C(C)C)C(C)C, Nc1ccc(-n2ncc3c(N)ncnc32)cc1, CN(C)C=O. Product: COc1ccc(S(=O)(=O)Nc2ccc(-n3ncc4c(N)ncnc43)cc2)cc1. As a reaction SMILES: [CH3:18][O:19][c:20]1[cH:21][cH:22][c:23]([S:26](=[O:27])(=[O:28])[Cl:29])[cH:24][cH:25]1.[CH3:44][OH:45].[CH:30]([N:31]([CH:32]([CH3:33])[CH3:34])[CH2:35][CH3:36])([CH3:37])[CH3:38].[NH2:1][c:2]1[cH:3][cH:4][c:5](-[n:8]2[n:9][cH:10][c:11]3[c:12]2[n:13][cH:14][n:15][c:16]3[NH2:17])[cH:6][cH:7]1.[O:39]=[CH:40][N:41]([CH3:42])[CH3:43]>>[NH:1]([c:2]1[cH:3][cH:4][c:5](-[n:8]2[n:9][cH:10][c:11]3[c:12]2[n:13][cH:14][n:15][c:16]3[NH2:17])[cH:6][cH:7]1)[S:26]([c:23]1[cH:22][cH:21][c:20]([O:19][CH3:18])[cH:25][cH:24]1)(=[O:27])=[O:28].